This data is from the Open Reaction Database (ORD), a public repository of structured organic reaction records. The task is: describe an organic reaction: reactants, conditions, products, and yield The reactants are C1(=CC=C(C=C1)S(=O)(=O)N1[C@H](C(=O)O)CCC1)C (N-(Toluene-4-sulfonyl)-L-proline), C=1(C(=CC=CC1)S(=O)(=O)O)C.C(C1=CC=CC=C1)OC([C@@H](N)CC1=CC=CC=C1)=O (L-phenylalanine benzyl ester toluenesulfonic acid salt). The product is C(C1=CC=CC=C1)OC([C@@H](NC([C@H]1N(CCC1)S(=O)(=O)C1=CC=C(C=C1)C)=O)CC1=CC=CC=C1)=O (N-(Toluene-4-sulfonyl)-L-prolyl-L-phenylalanine Benzyl Ester). RXN SMILES: [C:1]1([CH3:18])[CH:6]=[CH:5][C:4]([S:7]([N:10]2[CH2:17][CH2:16][CH2:15][C@H:11]2[C:12]([OH:14])=O)(=[O:9])=[O:8])=[CH:3][CH:2]=1.C1(C)C(S(O)(=O)=O)=CC=CC=1.[CH2:30]([O:37][C:38](=[O:48])[C@H:39]([CH2:41][C:42]1[CH:47]=[CH:46][CH:45]=[CH:44][CH:43]=1)[NH2:40])[C:31]1[CH:36]=[CH:35][CH:34]=[CH:33][CH:32]=1>>[CH2:30]([O:37][C:38](=[O:48])[C@H:39]([CH2:41][C:42]1[CH:47]=[CH:46][CH:45]=[CH:44][CH:43]=1)[NH:40][C:12](=[O:14])[C@@H:11]1[CH2:15][CH2:16][CH2:17][N:10]1[S:7]([C:4]1[CH:3]=[CH:2][C:1]([CH3:18])=[CH:6][CH:5]=1)(=[O:8])=[O:9])[C:31]1[CH:32]=[CH:33][CH:34]=[CH:35][CH:36]=1 |f:1.2|. Procedure details: N-(Toluene-4-sulfonyl)-L-proline was coupled to L-phenylalanine benzyl ester toluenesulfonic acid salt using the procedure described in Method 3 to give the title compound as an oil. Starting materials: NC1=CC(=C(C=C1C(C)C)C(C)C)N (1,3-diamino-4,6-diisopropylbenzene), CC(C)([O-])C.[K+] (potassium t-butoxide), [H][H] (hydrogen). The reagents and catalysts are [Ru] (Ru on alumina). Run in C(C)(C)(C)O (t-butanol). Yields the product NC1CC(C(CC1C(C)C)C(C)C)N (1,3-diamino-4,6-diisopropylcyclohexane). Yield: 27.5%. As a reaction SMILES: [NH2:1][C:2]1[C:7]([CH:8]([CH3:10])[CH3:9])=[CH:6][C:5]([CH:11]([CH3:13])[CH3:12])=[C:4]([NH2:14])[CH:3]=1.CC(C)([O-])C.[K+].[H][H]>[Ru].C(O)(C)(C)C>[NH2:1][CH:2]1[CH:7]([CH:8]([CH3:9])[CH3:10])[CH2:6][CH:5]([CH:11]([CH3:13])[CH3:12])[CH:4]([NH2:14])[CH2:3]1 |f:1.2|. Reported procedure: A suitable autoclave was charged with 20.7 g (0.108 mol) of purified 1,3-diamino-4,6-diisopropylbenzene, 0.3 g (2.7 mmol) of potassium t-butoxide, 2.0 g of 5% Ru on alumina, and 100 mL of t-butanol. The autoclave was heated to 190° C. at 25.5 MPa hydrogen for 24 hours. It was then cooled and its contents filtered. The solvent was removed from the filtrate in vacuo and the resulting liquid distilled through a 20.3 cm Vigreaux column at about 4 mm Hg/115°-118° C. to give 5.9 g (28%) of 1,3-diamino... Starting materials: O (Water), CC(=O)C1=CC=C(C=C1)[N+](=O)[O-] (4-nitroacetophenone), S(=O)(=O)(C1=CC=C(C)C=C1)C[N+]#[C-] (tosylmethyl isocyanide), CC(C)([O-])C.[K+] (potassium t-butoxide). The solvent is COCCOCCOC (methoxyethyl ether). Reaction conditions: temperature -15 celsius, time 1 hour. Yields the product [N+](=O)([O-])C1=CC=C(C=C1)C(C#N)C (2-(4-nitrophenyl)propionitrile). Isolated yield 77.0%. RXN SMILES: [CH3:1][C:2]([C:4]1[CH:9]=[CH:8][C:7]([N+:10]([O-:12])=O)=[CH:6][CH:5]=1)=O.S([CH2:23][N+:24]#[C-])(C1C=CC(C)=CC=1)(=O)=O.CC(C)([O-])C.[K+].[OH2:32]>COCCOCCOC>[N+:10]([C:7]1[CH:6]=[CH:5][C:4]([CH:2]([CH3:1])[C:23]#[N:24])=[CH:9][CH:8]=1)([O-:12])=[O:32] |f:2.3|. Procedure: A −15+ C. solution of 4-nitroacetophenone (16.5 g, 100 mmol) and tosylmethyl isocyanide (29.3 g, 150 mmol) in methoxyethyl ether (400 ml) was slowly treated with a room temperature solution of the potassium t-butoxide (28 g, 250 mmol) in t-butanole (200 ml). The reaction mixture was stirred at −15 ° C. for 1 h and then allowed to warm to room temperature over night. Water (100 ml) was added to the mixture and organic was extracted with ether (3×200 ml). The combined organic fraction was washed w... The reactants are CC(C)(C)c1[nH]nc(C(F)(F)F)c1Cl, CCOC(C)=O, CCCCCC, O=C(CCl)N1CCN(c2ccc(F)cc2)CC1, [K+], [K+], O=C([O-])[O-], CN(C)C=O. Product: CC(C)(C)c1nn(CC(=O)N2CCN(c3ccc(F)cc3)CC2)c(C(F)(F)F)c1Cl. RXN SMILES: [C:1]([CH3:2])([CH3:3])([CH3:4])[c:5]1[c:6]([Cl:14])[c:7]([C:10]([F:11])([F:12])[F:13])[n:8][nH:9]1.[C:43]([O:44][CH2:45][CH3:46])(=[O:47])[CH3:48].[CH3:49][CH2:50][CH2:51][CH2:52][CH2:53][CH3:54].[Cl:21][CH2:22][C:23](=[O:24])[N:25]1[CH2:26][CH2:27][N:28]([c:31]2[cH:32][cH:33][c:34]([F:37])[cH:35][cH:36]2)[CH2:29][CH2:30]1.[K+:15].[K+:16].[O-:17][C:18]([O-:19])=[O:20].[O:38]=[CH:39][N:40]([CH3:41])[CH3:42]>>[C:1]([CH3:2])([CH3:3])([CH3:4])[c:5]1[c:6]([Cl:14])[c:7]([C:10]([F:11])([F:12])[F:13])[n:8]([CH2:22][C:23](=[O:24])[N:25]2[CH2:26][CH2:27][N:28]([c:31]3[cH:32][cH:33][c:34]([F:37])[cH:35][cH:36]3)[CH2:29][CH2:30]2)[n:9]1. Reactants: ClC1=NC(=CC=C1C#N)C(C)(C)C (2-chloro-3-cyano-6-tert-butylpyridine), C1(=C(C=CC=C1)N)N (o-phenylenediamine), O.C1(=CC=C(C=C1)S(=O)(=O)O)C (p-toluenesulfonic acid monohydrate). Run in C(C)O (ethanol), Cl (hydrochloric acid). Conditions: temperature 220 celsius, time 30 minute. Product: ClC1=NC(=CC=C1C=1NC2=C(N1)C=CC=C2)C(C)(C)C (2-(2-chloro-6-tert-butylpyridin-3-yl)benzimidazole). Reaction SMILES: [Cl:1][C:2]1[C:7]([C:8]#[N:9])=[CH:6][CH:5]=[C:4]([C:10]([CH3:13])([CH3:12])[CH3:11])[N:3]=1.[C:14]1(N)[CH:19]=[CH:18][CH:17]=[CH:16][C:15]=1[NH2:20].O.C1(C)C=CC(S(O)(=O)=O)=CC=1>C(O)C.Cl>[Cl:1][C:2]1[C:7]([C:8]2[NH:20][C:15]3[CH:16]=[CH:17][CH:18]=[CH:19][C:14]=3[N:9]=2)=[CH:6][CH:5]=[C:4]([C:10]([CH3:13])([CH3:12])[CH3:11])[N:3]=1 |f:2.3|. Procedure: A mixture, homogenised in a mortar, of 19.5 g (100 mmol) of 2-chloro-3-cyano-6-tert-butylpyridine (S28), 36.2 g (200 mmol) of o-phenylenediamine and 38.0 g (200 mmol) of p-toluenesulfonic acid monohydrate is heated at 220° C. (oil-bath temperature) for 3 h. After cooling, the black, glassy sinter cake is taken up in a mixture of 100 ml of ethanol and 100 ml of 1N hydrochloric acid with vigorous stirring. After stirring for 30 min., the grey-green solid is filtered off with suction, washed three ... The reactants are CN1CCCC1CCN, ClCCl, O=Cc1cc2ccccc2s1. Yields the product CN1CCCC1CCNCc1cc2ccccc2s1. As a reaction SMILES: [CH3:12][N:13]1[CH:14]([CH2:18][CH2:19][NH2:20])[CH2:15][CH2:16][CH2:17]1.[Cl:21][CH2:22][Cl:23].[s:1]1[c:2]2[c:3]([cH:4][c:5]1[CH:6]=[O:7])[cH:8][cH:9][cH:10][cH:11]2>>[s:1]1[c:2]2[c:3]([cH:4][c:5]1[CH2:6][NH:20][CH2:19][CH2:18][CH:14]1[N:13]([CH3:12])[CH2:17][CH2:16][CH2:15]1)[cH:8][cH:9][cH:10][cH:11]2.